Dataset: the Open Reaction Database (ORD), a public repository of structured organic reaction records. Task: describe an organic reaction: reactants, conditions, products, and yield Reactants: O=C([O-])O, CCOC(=O)Cc1ccc(B2OC(C)(C)C(C)(C)O2)cc1, COCCOC, Cc1noc(-c2ccc(Br)cc2)c1NC(=O)OC(C)c1ccccc1Cl, [Na+], O. Product: CCOC(=O)Cc1ccc(-c2ccc(-c3onc(C)c3NC(=O)OC(C)c3ccccc3Cl)cc2)cc1. As a reaction SMILES: [C:48](=[O:49])([OH:50])[O-:51].[CH2:27]([CH3:28])[O:29][C:30]([CH2:31][c:32]1[cH:33][cH:34][c:35]([B:38]2[O:39][C:40]([CH3:41])([CH3:42])[C:43]([CH3:44])([CH3:45])[O:46]2)[cH:36][cH:37]1)=[O:47].[CH3:53][O:54][CH2:55][CH2:56][O:57][CH3:58].[Cl:1][c:2]1[c:3]([CH:8]([CH3:9])[O:10][C:11]([NH:12][c:13]2[c:14]([CH3:25])[n:15][o:16][c:17]2-[c:18]2[cH:19][cH:20][c:21]([Br:24])[cH:22][cH:23]2)=[O:26])[cH:4][cH:5][cH:6][cH:7]1.[Na+:52].[OH2:59]>>[Cl:1][c:2]1[c:3]([CH:8]([CH3:9])[O:10][C:11]([NH:12][c:13]2[c:14]([CH3:25])[n:15][o:16][c:17]2-[c:18]2[cH:19][cH:20][c:21](-[c:35]3[cH:34][cH:33][c:32]([CH2:31][C:30]([O:29][CH2:27][CH3:28])=[O:47])[cH:37][cH:36]3)[cH:22][cH:23]2)=[O:26])[cH:4][cH:5][cH:6][cH:7]1. The reactants are FC1=CC=C(C=C1)C(=C(C=O)C1=NN=NN1C)C1=CC=C(C=C1)F (3,3-bis(4-fluorophenyl)-2-(1-methyl-1H-tetrazol-5-yl)-2-propenal), C1(=CC=CC=C1)P(C1=CC=CC=C1)(C1=CC=CC=C1)=CC=O (triphenylphosphoranylidene acetaldehyde). The solvent is C1=CC=CC=C1 (benzene). The product is C1(=CC=CC=C1)P(C1=CC=CC=C1)(C1=CC=CC=C1)=O (triphenylphosphine oxide). As a reaction SMILES: FC1C=CC(C(C2C=CC(F)=CC=2)=C(C2N(C)N=NN=2)C=[O:11])=CC=1.[C:25]1([P:31](=CC=O)([C:38]2[CH:43]=[CH:42][CH:41]=[CH:40][CH:39]=2)[C:32]2[CH:37]=[CH:36][CH:35]=[CH:34][CH:33]=2)[CH:30]=[CH:29][CH:28]=[CH:27][CH:26]=1>C1C=CC=CC=1>[C:25]1([P:31](=[O:11])([C:38]2[CH:43]=[CH:42][CH:41]=[CH:40][CH:39]=2)[C:32]2[CH:37]=[CH:36][CH:35]=[CH:34][CH:33]=2)[CH:30]=[CH:29][CH:28]=[CH:27][CH:26]=1. Procedure: To a mixture of 3,3-bis(4-fluorophenyl)-2-(1-methyl-1H-tetrazol-5-yl)-2-propenal (71.6 g, 0.22 mole) and triphenylphosphoranylidene acetaldehyde (66.8 g, 0.22 mole) was added 1.1 liters of dry benzene and the suspension was heated to reflux temperature over a period of 30 minutes. The reaction was allowed to proceed at reflux temperature for 2 hours. Analytical TLC eluted five times with 30% (v/v) ethyl acetate in hexanes showed only one major spot at Rf =0.37 for the desired product. The crude ... Reactants: ClC1=CC=C(C=C1)N1C(OC2(C1=C)CCN(CC2)C(=O)OC2=CC=CC=C2)=O (3-(4-chlorophenyl)-4-methylene-2-oxo-8-phenoxycarbonyl-1-oxa-3,8-diazaspiro[4,5]decane), OCCN1CCNCC1 (N-(2-hydroxyethyl)piperazine). The solvent is C=1(C(=CC=CC1)C)C (ortho-xylene), C=1(C(=CC=CC1)C)C (xylene). Yields the product ClC1=CC=C(C=C1)N1C(OC2(C1=C)CCN(CC2)C(=O)N2CCN(CC2)CCO)=O (3-(4-chlorophenyl)-8-[4-(2-hydroxyethyl)piperazin-1-ylcarbonyl]-4-methylene-2-oxo-1-oxa-3,8-diazaspiro[4,5]decane). Yield: 67.0%. Reaction SMILES: [Cl:1][C:2]1[CH:7]=[CH:6][C:5]([N:8]2[C:12](=[CH2:13])[C:11]3([CH2:18][CH2:17][N:16]([C:19](OC4C=CC=CC=4)=[O:20])[CH2:15][CH2:14]3)[O:10][C:9]2=[O:28])=[CH:4][CH:3]=1.[OH:29][CH2:30][CH2:31][N:32]1[CH2:37][CH2:36][NH:35][CH2:34][CH2:33]1>C1(C)C(C)=CC=CC=1>[Cl:1][C:2]1[CH:3]=[CH:4][C:5]([N:8]2[C:12](=[CH2:13])[C:11]3([CH2:14][CH2:15][N:16]([C:19]([N:35]4[CH2:36][CH2:37][N:32]([CH2:31][CH2:30][OH:29])[CH2:33][CH2:34]4)=[O:20])[CH2:17][CH2:18]3)[O:10][C:9]2=[O:28])=[CH:6][CH:7]=1. Reported procedure: A mixture containing 4.0 g of 3-(4-chlorophenyl)-4-methylene-2-oxo-8-phenoxycarbonyl-1-oxa-3,8-diazaspiro[4,5]decane and 6.13 ml of N-(2-hydroxyethyl)piperazine in 20 ml of ortho-xylene is refluxed under nitrogen for 60 hours. After cooling down, the reaction mixture is diluted with 20 ml of xylene and the organic solution is washed first with an aqueous saturated sodium chloride solution containing 5% by weight of sodium hydroxide and then with aqueous saturated sodium chloride solution. After ... Reactants: C=1NC(C=C2CCCC(C12)=O)=O (2,3,5,6,7,8-hexahydro-3,8-isoquinolinedione), CI (methyl iodide). The reagents and catalysts are C([O-])([O-])=O.[Ag+2] (silver carbonate). Run in C1=CC=CC=C1 (benzene). Product: CN1C=C2C(CCCC2=CC1=O)=O (2-methyl-2,3,5,6,7,8-hexahydro-3,8-isoquinolinedione). Reaction SMILES: [CH:1]1[NH:2][C:3](=[O:12])[CH:4]=[C:5]2[C:10]=1[C:9](=[O:11])[CH2:8][CH2:7][CH2:6]2.[CH3:13]I>C1C=CC=CC=1.C(=O)([O-])[O-].[Ag+2]>[CH3:13][N:2]1[C:3](=[O:12])[CH:4]=[C:5]2[C:10]([C:9](=[O:11])[CH2:8][CH2:7][CH2:6]2)=[CH:1]1 |f:3.4|. Procedure: The novel intermediates of the present invention originate from a novel process which utilizes dihydro=resorcinol as the starting material. That substance thus is allowed to react with a chlorinating reagent such as phosphorus trichloride to afford 3-chloro-2-cyclohexen-1-one. Reaction with cyanoacetamide and sodium hydride results in α-cyano-3-oxo-1-cyclohexen-1-acetamide, which is contacted with a dialkylformamide acetal, for example dimethylformamide diethyl acetal or dimethylformamide dineop...